This data is from the Open Reaction Database (ORD), a public repository of structured organic reaction records. The task is: describe an organic reaction: reactants, conditions, products, and yield Reactants: CC(=O)OO, CC(=O)O, ClC(Cl)Cl, COC(=O)C(CCC(F)(F)C(F)(F)F)SCCC(F)(F)F, O. The product is COC(=O)C(CCC(F)(F)C(F)(F)F)S(=O)CCC(F)(F)F. RXN SMILES: [C:26]([O:27][OH:29])(=[O:28])[CH3:30].[CH3:31][C:32](=[O:33])[OH:34].[CH:22]([Cl:23])([Cl:24])[Cl:25].[F:1][C:2]([CH2:3][CH2:4][CH:5]([C:6](=[O:7])[O:8][CH3:9])[S:10][CH2:11][CH2:12][C:13]([F:14])([F:15])[F:16])([C:17]([F:18])([F:19])[F:20])[F:21].[OH2:35]>>[F:1][C:2]([CH2:3][CH2:4][CH:5]([C:6](=[O:7])[O:8][CH3:9])[S:10]([CH2:11][CH2:12][C:13]([F:14])([F:15])[F:16])=[O:28])([C:17]([F:18])([F:19])[F:20])[F:21].